This data is from the Open Reaction Database (ORD), a public repository of structured organic reaction records. The task is: describe an organic reaction: reactants, conditions, products, and yield Reactants: amide, [H-].[Al+3].[Li+].[H-].[H-].[H-] (lithium aluminum hydride), O (water), formula 3, CN(C(CC1(OC2=C(N3C1=CC=C3)C=CC=C2)C)=O)C (N,N,4-trimethyl-4H-pyrrolo-[2,1-c][1,4]benzoxazin-4-acetamide). The solvent is CCOCC (ether), CCOCC (ether). Run at time 4 hour. Yields the product CN(CCC1(OC2=C(N3C1=CC=C3)C=CC=C2)C)C (4-[2-(Dimethylamino)ethyl]-4-methyl-4H-pyrrolo[2,1-c][1,4]-benzoxazine). RXN SMILES: [CH3:1][N:2]([CH3:20])[C:3](=O)[CH2:4][C:5]1([CH3:18])[C:10]2=[CH:11][CH:12]=[CH:13][N:9]2[C:8]2[CH:14]=[CH:15][CH:16]=[CH:17][C:7]=2[O:6]1.[H-].[Al+3].[Li+].[H-].[H-].[H-].O>CCOCC>[CH3:20][N:2]([CH3:1])[CH2:3][CH2:4][C:5]1([CH3:18])[C:10]2=[CH:11][CH:12]=[CH:13][N:9]2[C:8]2[CH:14]=[CH:15][CH:16]=[CH:17][C:7]=2[O:6]1 |f:1.2.3.4.5.6|. Reported procedure: A solution of the amide of formula 3, N,N,4-trimethyl-4H-pyrrolo-[2,1-c][1,4]benzoxazin-4-acetamide (5 g), described in Example 14, in 150 ml of ether is added dropwise to a suspension of lithium aluminum hydride (2.6 g) in anhydrous ether (350 ml). The reaction mixture is stirred at room temperature for 4 hr. Decomposition of the mixture with 11 ml of water gives a white precipitate, which is collected on a filter and washed with ether. The filtrate is extracted with 2% aqueous HCl. The extract... Starting materials: CC1OCC(C1C(=O)OC)=O (methyl 2-methyl-4-oxotetrahydrofuran-3-carboxylate), C(=N)N (formamidine), C1(=CC=CC=C1)C (toluene), C(=O)([O-])[O-].[Na+].[Na+] (Na2CO3). Solvent: O (water). Yields the product CC1OCC=2N=CN=C(C21)O (5-methyl-5,7-dihydrofuro[3,4-d]pyrimidin-4-ol). As a reaction SMILES: [CH3:1][CH:2]1[CH:6]([C:7]([O:9]C)=O)[C:5](=O)[CH2:4][O:3]1.[CH:12]([NH2:14])=[NH:13].C1(C)C=CC=CC=1.C([O-])([O-])=O.[Na+].[Na+]>O>[CH3:1][CH:2]1[C:6]2[C:7]([OH:9])=[N:14][CH:12]=[N:13][C:5]=2[CH2:4][O:3]1 |f:3.4.5|. Reported procedure: A mixture of methyl 2-methyl-4-oxotetrahydrofuran-3-carboxylate (8.3 g, 52.8 mmol), formamidine (7.0 g, 68.6 mmol) and toluene (200 mL) was heated to reflux under Dean-Stark conditions overnight. The mixture was allowed to cool to room temperature, diluted with water and neutralized by the addition of saturated Na2CO3. The organic layer was separated and the aqueous layer extracted with EtOAc (5×200 mL). The combined organic layers were dried with brine, MgSO4 and concentrated. The residue was p...